This data is from the Open Reaction Database (ORD), a public repository of structured organic reaction records. The task is: describe an organic reaction: reactants, conditions, products, and yield The reactants are BrC=1C=C2C=CNC2=NC1 (5-bromo-7-azaindole), FC1=C(C=C(C=C1)NS(=O)(=O)CCC)C=O (Propane-1-sulfonic acid (4-fluoro-3 formyl phenyl)-amide), [OH-].[K+] (potassium hydroxide), Cl (HCl). The solvent is CO (methanol), O (water). Reaction conditions: time 8 hour. The product is BrC=1C=C2C(=NC1)NC=C2C(C=2C=C(C=CC2F)NS(=O)(=O)CCC)O (Propane-1-sulfonic acid 3-[(5-bromo-1H-pyrrolo[2,3-b]pyridin-3-yl)-hydroxy-methyl]-4-fluoro-phenyl-amide). Reaction SMILES: [Br:1][C:2]1[CH:3]=[C:4]2[C:8](=[N:9][CH:10]=1)[NH:7][CH:6]=[CH:5]2.[F:11][C:12]1[CH:17]=[CH:16][C:15]([NH:18][S:19]([CH2:22][CH2:23][CH3:24])(=[O:21])=[O:20])=[CH:14][C:13]=1[CH:25]=[O:26].[OH-].[K+].Cl>CO.O>[Br:1][C:2]1[CH:3]=[C:4]2[C:5]([CH:25]([OH:26])[C:13]3[CH:14]=[C:15]([NH:18][S:19]([CH2:22][CH2:23][CH3:24])(=[O:21])=[O:20])[CH:16]=[CH:17][C:12]=3[F:11])=[CH:6][NH:7][C:8]2=[N:9][CH:10]=1 |f:2.3|. Reported procedure: To 5-bromo-7-azaindole (67, 170.0 mg, 0.86 mmol) in methanol (7.0 mL) were added propane-1-sulfonic acid (4-fluoro-3-formyl-phenyl)-amide (672, 220.0 mg, 0.90 mmol) and potassium hydroxide (0.50 g, 0.0089 mol) under an atmosphere of nitrogen. The reaction was stirred at room temperature overnight. The reaction was poured into water, acidified with 1N HCl to pH=5, and extracted with ethyl acetate. The organic layer was dried over anhydrous sodium sulfate, and filtered. The filtrate was concentrat...